This data is from the Open Reaction Database (ORD), a public repository of structured organic reaction records. The task is: describe an organic reaction: reactants, conditions, products, and yield The reactants are CC(=O)OCc1cc2ccn(S(=O)(=O)c3ccccc3)c2cc1Br, O=C([O-])[O-], CO, Cl, [K+], [K+]. Yields the product O=S(=O)(c1ccccc1)n1ccc2cc(CO)c(Br)cc21. Reaction SMILES: [C:1](=[O:2])([CH3:3])[O:4][CH2:5][c:6]1[cH:7][c:8]2[cH:9][cH:10][n:11]([S:16](=[O:17])(=[O:18])[c:19]3[cH:20][cH:21][cH:22][cH:23][cH:24]3)[c:12]2[cH:13][c:14]1[Br:15].[C:25](=[O:26])([O-:27])[O-:28].[CH3:32][OH:33].[ClH:31].[K+:29].[K+:30]>>[OH:4][CH2:5][c:6]1[cH:7][c:8]2[cH:9][cH:10][n:11]([S:16](=[O:17])(=[O:18])[c:19]3[cH:20][cH:21][cH:22][cH:23][cH:24]3)[c:12]2[cH:13][c:14]1[Br:15]. The reactants are C(C)OC(=O)C=1N=C2N(N=C(C=C2)N2CCN(CC2)C(C2=C(C=CC(=C2)F)C(F)(F)F)=O)C1 (6-[4-(5-fluoro-2-trifluoromethylbenzoyl)piperazin-1-yl]imidazo[1,2-b]pyridazine-2-carboxylic acid ethyl ester), C(CC(C)C)N (isoamylamine), [C-]#N.[Na+] (sodium cyanide). The product is CC(CCNC(=O)C=1N=C2N(N=C(C=C2)N2CCN(CC2)C(C2=C(C=CC(=C2)F)C(F)(F)F)=O)C1)C (6-[4-(5-FLUORO-2-TRIFLUOROMETHYLBENZOYL)PIPERAZIN-1-YL]IMIDAZO[1,2-B]PYRIDAZINE-2-CARBOXYLIC ACID (3-METHYLBUTYL)AMIDE). Yield: 85.0%. RXN SMILES: C([O:3][C:4]([C:6]1[N:7]=[C:8]2[CH:13]=[CH:12][C:11]([N:14]3[CH2:19][CH2:18][N:17]([C:20](=[O:32])[C:21]4[CH:26]=[C:25]([F:27])[CH:24]=[CH:23][C:22]=4[C:28]([F:31])([F:30])[F:29])[CH2:16][CH2:15]3)=[N:10][N:9]2[CH:33]=1)=O)C.[CH2:34]([NH2:39])[CH2:35][CH:36]([CH3:38])[CH3:37].[C-]#N.[Na+]>>[CH3:37][CH:36]([CH3:38])[CH2:35][CH2:34][NH:39][C:4]([C:6]1[N:7]=[C:8]2[CH:13]=[CH:12][C:11]([N:14]3[CH2:15][CH2:16][N:17]([C:20](=[O:32])[C:21]4[CH:26]=[C:25]([F:27])[CH:24]=[CH:23][C:22]=4[C:28]([F:31])([F:30])[F:29])[CH2:18][CH2:19]3)=[N:10][N:9]2[CH:33]=1)=[O:3] |f:2.3|. Procedure details: A mixture of 6-[4-(5-fluoro-2-trifluoromethylbenzoyl)piperazin-1-yl]imidazo[1,2-b]pyridazine-2-carboxylic acid ethyl ester (0.100 g, 0.215 mmol), isoamylamine (1 mL), and sodium cyanide (0.020 g, 0.408 mmol) was stirred at room temperature over night. The reaction mixture was concentrated in vacuo, diluted with ethyl acetate and washed with water. The organic layer was dried over anhydrous Na2SO4, concentrated. The residue was purified by column chromatography. The title compound was obtained as... Starting materials: O=C(Nc1c[nH]c2ncc(Br)c(F)c12)c1cccnc1, CCCCO, CCN(C(C)C)C(C)C, Cl, CC(C)(C)OC(=O)N1CCC2CNCC21. The product is CC(C)(C)OC(=O)N1CCC2CN(c3c(Br)cnc4[nH]cc(NC(=O)c5cccnc5)c34)CC21. Reaction SMILES: [Br:1][c:2]1[c:3]([F:20])[c:4]2[c:5]([n:6][cH:7]1)[nH:8][cH:9][c:10]2[NH:11][C:12]([c:13]1[cH:14][n:15][cH:16][cH:17][cH:18]1)=[O:19].[CH2:46]([OH:47])[CH2:48][CH2:49][CH3:50].[CH:37]([N:38]([CH2:39][CH3:40])[CH:41]([CH3:42])[CH3:43])([CH3:44])[CH3:45].[ClH:21].[N:22]1([C:30](=[O:31])[O:32][C:33]([CH3:34])([CH3:35])[CH3:36])[CH:23]2[CH:24]([CH2:25][CH2:26]1)[CH2:27][NH:28][CH2:29]2>>[Br:1][c:2]1[c:3]([N:28]2[CH2:27][CH:24]3[CH:23]([N:22]([C:30](=[O:31])[O:32][C:33]([CH3:34])([CH3:35])[CH3:36])[CH2:26][CH2:25]3)[CH2:29]2)[c:4]2[c:5]([n:6][cH:7]1)[nH:8][cH:9][c:10]2[NH:11][C:12]([c:13]1[cH:14][n:15][cH:16][cH:17][cH:18]1)=[O:19]. The reactants are CC(C(=O)O)(CO)CC(C)(C)C (2-methyl-2-neopentyl-3-hydroxypropionic acid), C(CC)(OC)([O-])[O-] (methyl orthopropionate). The product is CC1(C(=O)OC1)CC(C)(C)C (α-methyl-α-neopentyl-β-propiolactone). As a reaction SMILES: [CH3:1][C:2]([CH2:8][C:9]([CH3:12])([CH3:11])[CH3:10])([CH2:6][OH:7])[C:3](O)=[O:4].C([O-])([O-])(OC)CC>>[CH3:1][C:2]1([CH2:8][C:9]([CH3:12])([CH3:11])[CH3:10])[CH2:6][O:7][C:3]1=[O:4]. Procedure details: The resultant 2-methyl-2-neopentyl-3-hydroxypropionic acid (2.) was then reacted conventionally with methyl orthopropionate, followed by slow heating in the presence of Amberlyst® 15, then worked up to obtained the desired final product. Starting materials: C(C)(=O)O[BH-](OC(C)=O)OC(C)=O.[Na+] (sodium triacetoxyborohydride), [OH-].[Na+] (NaOH), COC1=C2C[C@H](O[C@H](C2=CC=C1C)CNC=O)C1CCNCC1 (N-((1R,3S)-5-methoxy-6-methyl-3-(4-piperidinyl)-1-isochromanylmethyl)formamide), C(C1=CC=CC=C1)=O (benzaldehyde), ClC(C)Cl (dichloroethane). Run in C(C)(=O)O (acetic acid), O (water). Product: C(C1=CC=CC=C1)N1CCC(CC1)[C@H]1O[C@H](C2=CC=C(C(=C2C1)OC)C)CNC=O ((1R,3S)-N-[3-(1-benzyl-piperidin-4-yl)-5-methoxy-6-methyl-isochroman-1-ylmethyl]formamide). Isolated yield 112.6%. Reaction SMILES: [CH3:1][O:2][C:3]1[C:12]([CH3:13])=[CH:11][CH:10]=[C:9]2[C:4]=1[CH2:5][C@@H:6]([CH:18]1[CH2:23][CH2:22][NH:21][CH2:20][CH2:19]1)[O:7][C@H:8]2[CH2:14][NH:15][CH:16]=[O:17].[CH:24](=O)[C:25]1[CH:30]=[CH:29][CH:28]=[CH:27][CH:26]=1.ClC(Cl)C.C(O[BH-](OC(=O)C)OC(=O)C)(=O)C.[Na+].[OH-].[Na+]>O.C(O)(=O)C>[CH2:24]([N:21]1[CH2:20][CH2:19][CH:18]([C@@H:6]2[CH2:5][C:4]3[C:9](=[CH:10][CH:11]=[C:12]([CH3:13])[C:3]=3[O:2][CH3:1])[C@H:8]([CH2:14][NH:15][CH:16]=[O:17])[O:7]2)[CH2:23][CH2:22]1)[C:25]1[CH:30]=[CH:29][CH:28]=[CH:27][CH:26]=1 |f:3.4,5.6|. Procedure details: Stir a suspension of N-((1R,3S)-5-methoxy-6-methyl-3-(4-piperidinyl)-1-isochromanylmethyl)formamide (0.5 g, 1.6 mmol), benzaldehyde (0.16 g, 1.5 mmol), acetic acid (0.9 g and dichloroethane (13 mL) for 5 min. Add sodium triacetoxyborohydride (0.5 g, 2.3 mmol) and stir at room temperature for 4 h. Cool the reaction in an ice bath and and water (18 mL), and then make the make the mixture basic by the addition of 50% aqueous NaOH. Extract the mixture with dichloromethane, filter the biphasic mixtur... The reactants are C(C)(C)(C)OC(=O)N1[C@@H](CC(C1)=NOC)C(=O)O ((2S,4EZ)-1-(tert-butoxycarbonyl)-4-(methoxyimino)-2-pyrrolidinecarboxylic acid), C1(=CC=C(C=C1)S(=O)(=O)Cl)C1=CC=CC=C1 ([1,1′-biphenyl]-4-sulfonyl chloride), NCCCCO (4-amino-1-butanol). Yields the product C1(=CC=C(C=C1)S(=O)(=O)N1[C@@H](CC(C1)=NOC)C(=O)NCCCCO)C1=CC=CC=C1 ((2S,4EZ)-([1,1′-biphenyl]-4-ylsulfonyl)-N-(4-hydroxybutyl)-4-(methoxyimino)-2-pyrrolidinecarboxamide). As a reaction SMILES: C(OC([N:8]1[CH2:12][C:11](=[N:13][O:14][CH3:15])[CH2:10][C@H:9]1[C:16]([OH:18])=O)=O)(C)(C)C.[C:19]1([C:29]2[CH:34]=[CH:33][CH:32]=[CH:31][CH:30]=2)[CH:24]=[CH:23][C:22]([S:25](Cl)(=[O:27])=[O:26])=[CH:21][CH:20]=1.[NH2:35][CH2:36][CH2:37][CH2:38][CH2:39][OH:40]>>[C:19]1([C:29]2[CH:34]=[CH:33][CH:32]=[CH:31][CH:30]=2)[CH:24]=[CH:23][C:22]([S:25]([N:8]2[CH2:12][C:11](=[N:13][O:14][CH3:15])[CH2:10][C@H:9]2[C:16]([NH:35][CH2:36][CH2:37][CH2:38][CH2:39][OH:40])=[O:18])(=[O:27])=[O:26])=[CH:21][CH:20]=1. Procedure: Following the general method as outlined in Example 22, starting from (2S,4EZ)-1-(tert-butoxycarbonyl)-4-(methoxyimino)-2-pyrrolidinecarboxylic acid, [1,1′-biphenyl]-4-sulfonyl chloride, and 4-amino-1-butanol, the title compound was obtained in 78% purity by HPLC. MS(ESI+): m/z=446. The reactants are C=CCN(CC=C)c1ccc(C(C)C(O)(c2ccnc(Cl)c2)C(F)(F)F)c(Cl)c1, ClCCl, [Na+], [OH-], c1ccc(P(c2ccccc2)(c2ccccc2)[Pd](P(c2ccccc2)(c2ccccc2)c2ccccc2)(P(c2ccccc2)(c2ccccc2)c2ccccc2)P(c2ccccc2)(c2ccccc2)c2ccccc2)cc1. The product is CC(c1ccc(N)cc1Cl)C(O)(c1ccnc(Cl)c1)C(F)(F)F. Reaction SMILES: [Cl:1][c:2]1[c:3]([CH:15]([C:16]([C:17]([F:18])([F:19])[F:20])([OH:21])[c:22]2[cH:23][c:24]([Cl:28])[n:25][cH:26][cH:27]2)[CH3:29])[cH:4][cH:5][c:6]([N:8]([CH2:9][CH:10]=[CH2:11])[CH2:12][CH:13]=[CH2:14])[cH:7]1.[Cl:32][CH2:33][Cl:34].[Na+:31].[OH-:30].[cH:35]1[cH:36][cH:37][c:38]([P:39]([Pd:40]([P:41]([c:42]2[cH:43][cH:44][cH:45][cH:46][cH:47]2)([c:48]2[cH:49][cH:50][cH:51][cH:52][cH:53]2)[c:54]2[cH:55][cH:56][cH:57][cH:58][cH:59]2)([P:60]([c:61]2[cH:62][cH:63][cH:64][cH:65][cH:66]2)([c:67]2[cH:68][cH:69][cH:70][cH:71][cH:72]2)[c:73]2[cH:74][cH:75][cH:76][cH:77][cH:78]2)[P:79]([c:80]2[cH:81][cH:82][cH:83][cH:84][cH:85]2)([c:86]2[cH:87][cH:88][cH:89][cH:90][cH:91]2)[c:92]2[cH:93][cH:94][cH:95][cH:96][cH:97]2)([c:98]2[cH:99][cH:100][cH:101][cH:102][cH:103]2)[c:104]2[cH:105][cH:106][cH:107][cH:108][cH:109]2)[cH:110][cH:111]1>>[Cl:1][c:2]1[c:3]([CH:15]([C:16]([C:17]([F:18])([F:19])[F:20])([OH:21])[c:22]2[cH:23][c:24]([Cl:28])[n:25][cH:26][cH:27]2)[CH3:29])[cH:4][cH:5][c:6]([NH2:8])[cH:7]1.